This data is from the Open Reaction Database (ORD), a public repository of structured organic reaction records. The task is: describe an organic reaction: reactants, conditions, products, and yield Starting materials: BrC=1N=CC(=NC1)NC(CCC(=O)OC)=O (methyl 4-[(5-bromopyrazin-2-yl)amino]-4-oxo-butanoate), C(CCC)[Sn](C=C)(CCCC)CCCC (tributyl vinyl tin), [Cl-].[Li+] (lithium chloride). Reagents/catalysts: C=1C=CC(=CC1)[P](C=2C=CC=CC2)(C=3C=CC=CC3)[Pd]([P](C=4C=CC=CC4)(C=5C=CC=CC5)C=6C=CC=CC6)([P](C=7C=CC=CC7)(C=8C=CC=CC8)C=9C=CC=CC9)[P](C=1C=CC=CC1)(C=1C=CC=CC1)C=1C=CC=CC1 (tetrakis(triphenylphosphine)palladium(0)). The solvent is C1(=CC=CC=C1)C (toluene). Conditions: temperature 150 celsius. Product: O=C(CCC(=O)OC)NC1=NC=C(N=C1)C=C (methyl 4-oxo-4-[(5-vinylpyrazin-2-yl)amino]butanoate). The yield is 51.0%. As a reaction SMILES: Br[C:2]1[N:3]=[CH:4][C:5]([NH:8][C:9](=[O:16])[CH2:10][CH2:11][C:12]([O:14][CH3:15])=[O:13])=[N:6][CH:7]=1.[CH2:17]([Sn](CCCC)(CCCC)C=C)[CH2:18]CC.[Cl-].[Li+]>C1(C)C=CC=CC=1.C1C=CC([P]([Pd]([P](C2C=CC=CC=2)(C2C=CC=CC=2)C2C=CC=CC=2)([P](C2C=CC=CC=2)(C2C=CC=CC=2)C2C=CC=CC=2)[P](C2C=CC=CC=2)(C2C=CC=CC=2)C2C=CC=CC=2)(C2C=CC=CC=2)C2C=CC=CC=2)=CC=1>[O:16]=[C:9]([NH:8][C:5]1[CH:4]=[N:3][C:2]([CH:17]=[CH2:18])=[CH:7][N:6]=1)[CH2:10][CH2:11][C:12]([O:14][CH3:15])=[O:13] |f:2.3,^1:44,46,65,84|. Reported procedure: Methyl 4-[(5-bromopyrazin-2-yl)amino]-4-oxo-butanoate (A2, 1.00 g, 3.47 mmol) was dissolved in toluene in a microwave vial and tributyl vinyl tin (1.22 g, 3.82 mmol), lithium chloride (0.178 g, 4.17 mmol) and tetrakis(triphenylphosphine)palladium(0) (0.405 g, 0.347 mmol) were added. Argon was bubbling through the mixture for ca. 5 min and the vial was heated under microwave irradiation for 5 min at 150° C. The mixture was diluted with ethyl acetate, washed with water and brine, dried and evapora...